Dataset: the Open Reaction Database (ORD), a public repository of structured organic reaction records. Task: describe an organic reaction: reactants, conditions, products, and yield The reactants are Cl (HCl), [OH-].[K+] (KOH), C(C)OC(=O)C=1OC2=C(C1C)C(=C(C=C2C(=O)C=2SC=CC2)C(C)(C)C)O (ethyl-3-methyl-4-hydroxy-5-tert-butyl-7-(2-thienoyl)-benzofuran-2-carboxylate), C(C)OC(=O)C=1OC2=C(C1C)C(=C(C=C2C(=O)C=2SC=CC2)C(C)(C)C)O (Ethyl-3-methyl-4-hydroxy-5-tert-butyl-7-(2-thienoyl)-Benzofuran-2-Carboxylate). The solvent is O (water), CO (methanol). Product: CC1=COC2=C1C(=C(C=C2C(=O)C=2SC=CC2)C(C)(C)C)O (3-Methyl-4-hydroxy-5-tert-butyl-7-(2-thienoyl)-benzofuran). RXN SMILES: [OH-].[K+].C(OC([C:8]1[O:9][C:10]2[C:17]([C:18]([C:20]3[S:21][CH:22]=[CH:23][CH:24]=3)=[O:19])=[CH:16][C:15]([C:25]([CH3:28])([CH3:27])[CH3:26])=[C:14]([OH:29])[C:11]=2[C:12]=1[CH3:13])=O)C.Cl>O.CO>[CH3:13][C:12]1[C:11]2[C:14]([OH:29])=[C:15]([C:25]([CH3:27])([CH3:26])[CH3:28])[CH:16]=[C:17]([C:18]([C:20]3[S:21][CH:22]=[CH:23][CH:24]=3)=[O:19])[C:10]=2[O:9][CH:8]=1 |f:0.1|. Procedure details: To a solution of KOH (0.18 g, 3.21 mmol) in 8.0 mL water and 3.0 mL methanol was added ethyl-3-methyl-4-hydroxy-5-tert-butyl-7-(2-thienoyl)-benzofuran-2-carboxylate, compound 13 (0.412 g, 1.07 mmol). The reaction mixture was heated to reflux for 0.5 hours. The resulting solution was cooled in an ice bath and acidified by the dropwise addition of 2N HCl. The acid was collected by filtration, washed with water and pulled dry over night on the filter funnel to give desired product sufficiently pure... Starting materials: N1N=C(C2=CC=CC=C12)\C=C\1/OC2=C(C1=O)C=CC(=C2CN2CCN(CC2)C(=O)OC(C)(C)C)OCCOC2=CC=CC=C2 (tert-butyl (Z)-4-({2-[(1H-indazol-3-yl)methylene]-3-oxo-6-(2-phenoxyethoxy)-2,3-dihydrobenzofuran-7-yl}methyl)piperazine-1-carboxylate), FC(C(=O)O)(F)F (trifluoroacetic acid). Run in C(Cl)Cl (methylene chloride). Reaction conditions: time 8 hour. Yields the product N1N=C(C2=CC=CC=C12)\C=C\1/OC2=C(C1=O)C=CC(=C2CN2CCNCC2)OCCOC2=CC=CC=C2 ((Z)-2-((1H-indazol-3-yl)methylene)-6-(2-phenoxyethoxy)-7-(piperazin-1-ylmethyl)benzofuran-3(2H)-one). Yield: 88.5%. RXN SMILES: [NH:1]1[C:9]2[C:4](=[CH:5][CH:6]=[CH:7][CH:8]=2)[C:3](/[CH:10]=[C:11]2\[O:12][C:13]3[C:20]([CH2:21][N:22]4[CH2:27][CH2:26][N:25](C(OC(C)(C)C)=O)[CH2:24][CH2:23]4)=[C:19]([O:35][CH2:36][CH2:37][O:38][C:39]4[CH:44]=[CH:43][CH:42]=[CH:41][CH:40]=4)[CH:18]=[CH:17][C:14]=3[C:15]\2=[O:16])=[N:2]1.FC(F)(F)C(O)=O>C(Cl)Cl>[NH:1]1[C:9]2[C:4](=[CH:5][CH:6]=[CH:7][CH:8]=2)[C:3](/[CH:10]=[C:11]2\[O:12][C:13]3[C:20]([CH2:21][N:22]4[CH2:23][CH2:24][NH:25][CH2:26][CH2:27]4)=[C:19]([O:35][CH2:36][CH2:37][O:38][C:39]4[CH:40]=[CH:41][CH:42]=[CH:43][CH:44]=4)[CH:18]=[CH:17][C:14]=3[C:15]\2=[O:16])=[N:2]1. Reported procedure: A solution of tert-butyl (Z)-4-({2-[(1H-indazol-3-yl)methylene]-3-oxo-6-(2-phenoxyethoxy)-2,3-dihydrobenzofuran-7-yl}methyl)piperazine-1-carboxylate (0.0380 g, 0.0637 mmol) in methylene chloride (2 mL) was added with trifluoroacetic acid (2 mL) at room temperature, and the mixture was stirred overnight. The reaction mixture was concentrated, and added with water (4 mL) and saturated aqueous sodium hydrogencarbonate (4 mL), and the mixture was stirred for 1 hour. The reaction mixture was filtered... The reactants are ClCCCN1N=NC2=C1C=C(C=C2)OC (N-(3-chloropropyl)-6-methoxyl benzotriazole), O1C=C(C2=C1C=CC=C2)C2CCNCC2 (4-(3-benzofuranyl) piperidine), C(C)(C)N(CC)C(C)C (diisopropylethylamine), [I-].[K+] (potassium iodide). The solvent is C(C)#N (acetonitrile). Run at time 10 minute. Product: O(C)C=1C=C(C2=C(NN=N2)C1)CCCN1CCC(CC1)C1=COC2=C1C=CC=C2 (N-(3-(6-methoxyl benzotriazolyl)propyl)-4-(3-benzofuranyl)piperidine). The yield is 63.5%. Reaction SMILES: ClCCC[N:5]1[C:9]2[CH:10]=[C:11]([O:14][CH3:15])[CH:12]=[CH:13][C:8]=2[N:7]=[N:6]1.[O:16]1[C:20]2[CH:21]=[CH:22][CH:23]=[CH:24][C:19]=2[C:18]([CH:25]2[CH2:30][CH2:29][NH:28][CH2:27][CH2:26]2)=[CH:17]1.[CH:31](N(C(C)C)CC)([CH3:33])[CH3:32].[I-].[K+]>C(#N)C>[O:14]([C:11]1[CH:12]=[C:13]([CH2:32][CH2:31][CH2:33][N:28]2[CH2:29][CH2:30][CH:25]([C:18]3[C:19]4[CH:24]=[CH:23][CH:22]=[CH:21][C:20]=4[O:16][CH:17]=3)[CH2:26][CH2:27]2)[C:8]2[N:7]=[N:6][NH:5][C:9]=2[CH:10]=1)[CH3:15] |f:3.4|. Reported procedure: N-(3-chloropropyl)-6-methoxyl benzotriazole (0.06 mol) was dissolved into 150 ml of acetonitrile, 4-(3-benzofuranyl) piperidine (0.05 mol), diisopropylethylamine (0.2 mol) and potassium iodide (0.05 mol) were respectively added. The mixture was stirred for 10 min at ambient temperature, and then heated and refluxed to react for 15 hours. The mixture was cooled down to ambient temperature and filtered. The filtrate was concentrated to produce oily products, and treated by chromatography with neut... Starting materials: FC=1C=C2CCC3(C2=CC1)NC(NC3=O)=O ((+/−)-5′-fluoro-spiro[imidazolidine-4,1′indan]-2,5-dione), BrCCCBr (1,3-dibromo-propane). Solvent: [H-].[Na+] (sodium hydride), C(C)(=O)OCC (ethyl acetate). Conditions: temperature 50 celsius. Yields the product BrC(CC)C1C2(C3=CC=C(C=C3C1)F)NC(NC2=O)=O ((+/−)-1-bromopropyl-5′-fluoro-spiro[imidazolidine-4,1′indan]-2,5-dione). As a reaction SMILES: [F:1][C:2]1[CH:3]=[C:4]2[C:8](=[CH:9][CH:10]=1)[C:7]1([C:14](=[O:15])[NH:13][C:12](=[O:16])[NH:11]1)[CH2:6][CH2:5]2.[Br:17][CH2:18][CH2:19][CH2:20]Br>[H-].[Na+].C(OCC)(=O)C>[Br:17][CH:18]([CH:6]1[CH2:5][C:4]2[C:8](=[CH:9][CH:10]=[C:2]([F:1])[CH:3]=2)[C:7]21[C:14](=[O:15])[NH:13][C:12](=[O:16])[NH:11]2)[CH2:19][CH3:20] |f:2.3|. Reported procedure: (+/−)-5′-fluoro-spiro[imidazolidine-4,1′indan]-2,5-dione (331 mg.,1.5 mmol) was dissolved in dry dimethylformaride (4 mL) and 60% sodium hydride in mineral oil (72 mg., 1.8 mmol) was added. The mixture was warmed at 50° C for 20 minutes and then 1,3-dibromo-propane (1.1 mL, 10.9 mmol) was added. The reaction mixture was warmed at 50° C. for 2 hours. The cooled reaction mixture was diluted with ethyl acetate and the organic solution was washed with aqueous Na2CO3 and water (3×). The dried extract... RXN SMILES: [CH3:39][C:40]([CH2:41][CH3:42])=[O:43].[K+:17].[K+:18].[O-:19][C:20]([O-:21])=[O:22].[OH:23][c:24]1[cH:25][cH:26][c:27]([N:30]2[C:31](=[O:38])[O:32][CH:33]([CH2:35][O:36][CH3:37])[CH2:34]2)[cH:28][cH:29]1.[S:1]([O:2][CH2:12][CH2:13][CH:14]([CH3:15])[OH:16])([c:3]1[cH:4][cH:5][c:6]([CH3:7])[cH:8][cH:9]1)(=[O:10])=[O:11]>>[CH2:12]([CH2:13][CH:14]([CH3:15])[OH:16])[O:23][c:24]1[cH:25][cH:26][c:27]([N:30]2[C:31](=[O:38])[O:32][CH:33]([CH2:35][O:36][CH3:37])[CH2:34]2)[cH:28][cH:29]1. Reactants: CCC(C)=O, [K+], [K+], O=C([O-])[O-], COCC1CN(c2ccc(O)cc2)C(=O)O1, Cc1ccc(S(=O)(=O)OCCC(C)O)cc1. Yields the product COCC1CN(c2ccc(OCCC(C)O)cc2)C(=O)O1. Starting materials: CC(=O)CCCCC(=O)N1C(=O)OCC1Cc1ccccc1, CCOC(C)=O, O, OCCO, c1ccccc1. Product: CC1(CCCCC(=O)N2C(=O)OCC2Cc2ccccc2)OCCO1. RXN SMILES: [CH2:1]([c:2]1[cH:3][cH:4][cH:5][cH:6][cH:7]1)[CH:8]1[N:9]([C:14]([CH2:15][CH2:16][CH2:17][CH2:18][C:19]([CH3:20])=[O:21])=[O:22])[C:10](=[O:13])[O:11][CH2:12]1.[CH3:34][CH2:35][O:36][C:37]([CH3:38])=[O:39].[OH2:33].[OH:23][CH2:24][CH2:25][OH:26].[cH:27]1[cH:28][cH:29][cH:30][cH:31][cH:32]1>>[CH2:1]([c:2]1[cH:3][cH:4][cH:5][cH:6][cH:7]1)[CH:8]1[N:9]([C:14]([CH2:15][CH2:16][CH2:17][CH2:18][C:19]2([CH3:20])[O:21][CH2:25][CH2:24][O:23]2)=[O:22])[C:10](=[O:13])[O:11][CH2:12]1. The product is COC(=O)c1ccc(-n2cccn2)cc1OCc1ccccc1. As a reaction SMILES: [C:14](=[O:15])([O-:16])[O-:17].[CH2:20]([c:21]1[cH:22][cH:23][cH:24][cH:25][cH:26]1)[O:27][c:28]1[c:29]([C:30](=[O:31])[O:32][CH3:33])[cH:34][cH:35][c:36]([I:38])[cH:37]1.[CH3:41][CH2:42][O:43][C:44](=[O:45])[CH3:46].[CH3:48][S:49](=[O:50])[CH3:51].[Cu:39][I:40].[K+:18].[K+:19].[OH2:47].[OH:6][C:7]([CH:8]1[NH:9][CH2:10][CH2:11][CH2:12]1)=[O:13].[nH:1]1[n:2][cH:3][cH:4][cH:5]1>>[n:1]1(-[c:36]2[cH:35][cH:34][c:29]([C:30](=[O:31])[O:32][CH3:33])[c:28]([O:27][CH2:20][c:21]3[cH:22][cH:23][cH:24][cH:25][cH:26]3)[cH:37]2)[n:2][cH:3][cH:4][cH:5]1. The reactants are O=C([O-])[O-], COC(=O)c1ccc(I)cc1OCc1ccccc1, CCOC(C)=O, CS(C)=O, [Cu]I, [K+], [K+], O, O=C(O)C1CCCN1, c1cn[nH]c1. The reactants are OC=1C=C(C=O)C=CC1 (3-hydroxybenzaldehyde), C(Cl)C1CO1 (epichlorohydrin). Run in N1=CC=CC=C1 (pyridine). Yields the product ClCC(COC=1C=C(C=O)C=CC1)O (3-(3-Chloro-2-hydroxypropoxy)benzaldehyde). Reaction SMILES: [OH:1][C:2]1[CH:3]=[C:4]([CH:7]=[CH:8][CH:9]=1)[CH:5]=[O:6].[CH2:10]([CH:12]1[O:14][CH2:13]1)[Cl:11]>N1C=CC=CC=1>[Cl:11][CH2:10][CH:12]([OH:14])[CH2:13][O:1][C:2]1[CH:3]=[C:4]([CH:7]=[CH:8][CH:9]=1)[CH:5]=[O:6]. Reported procedure: A mixture of 3-hydroxybenzaldehyde (24.4 g, 0.2 mol), epichlorohydrin (47 ml) and pyridine (0.4 ml) is heated 5 hours on a steam bath. The crude mixture is partitioned between methylenechloride-water and the CH2Cl2 extract washed with dilute aqueous NaHCO3, dried (Na2SO4), filtered and concentrated in vacuo to give the crude title product. Distillation gives a colorless oil bp 160° (0.2 mm); 21.2 g. Reactants: C[Si](C)(C)C, CO, ClCCl, NC(C(=O)O)C(C(F)(F)F)C(F)(F)F, C[Si](C)(C)C=[N+]=[N-]. The product is COC(=O)C(N)C(C(F)(F)F)C(F)(F)F. As a reaction SMILES: [CH3:22][Si:23]([CH3:24])([CH3:25])[CH3:26].[CH3:30][OH:31].[Cl:27][CH2:28][Cl:29].[F:1][C:2]([CH:3]([CH:4]([NH2:5])[C:6](=[O:7])[OH:8])[C:9]([F:10])([F:11])[F:12])([F:13])[F:14].[Si:15]([CH3:16])([CH:17]=[N+:18]=[N-:19])([CH3:20])[CH3:21]>>[F:1][C:2]([CH:3]([CH:4]([NH2:5])[C:6](=[O:7])[O:8][CH3:16])[C:9]([F:10])([F:11])[F:12])([F:13])[F:14].